Dataset: the Open Reaction Database (ORD), a public repository of structured organic reaction records. Task: describe an organic reaction: reactants, conditions, products, and yield Starting materials: COC1=C(C(=O)OC)C(=CC=C1)C=C (methyl 2-methoxy-6-vinylbenzoate), O=[O+][O-] (O3). Run in C(Cl)Cl (DCM). Reaction conditions: time 2 hour. Yields the product C(=O)C1=C(C(=O)OC)C(=CC=C1)OC (methyl 2-formyl-6-methoxybenzoate). Yield: 53.6%. RXN SMILES: [CH3:1][O:2][C:3]1[CH:12]=[CH:11][CH:10]=[C:9]([CH:13]=C)[C:4]=1[C:5]([O:7][CH3:8])=[O:6].[O:15]=[O+][O-]>C(Cl)Cl>[CH:13]([C:9]1[CH:10]=[CH:11][CH:12]=[C:3]([O:2][CH3:1])[C:4]=1[C:5]([O:7][CH3:8])=[O:6])=[O:15]. Reported procedure: Into a solution of methyl 2-methoxy-6-vinylbenzoate (22 g, 0.11 mol) in anhydrous DCM (400 mL) was bubbled O3 at −78° C. over a 30 minute period. Next, nitrogen gas was bubbled into the solution until it turned colorless. Dimethylsulfane (20 mL) was added dropwise and the resulting mixture was warmed to RT and stirred for 2 hours. The mixture was washed with water (30 mL) and the aqueous layer was extracted with DCM (3×100 mL). The organic layers were combined, dried over Na2SO4, and concentrate... The reactants are CC=1C=C2C(N(C(C2=CC1C)=O)C1=CC=C(C=C1)F)O (5,6-dimethyl-2-(4-fluorophenyl)-3-hydroxyisoindolin-1-one), C(=O)(OCC)C=P(C1=CC=CC=C1)(C1=CC=CC=C1)C1=CC=CC=C1 ((carboethoxymethylene)triphenylphosphorane). The solvent is C1(=CC=CC=C1)C (toluene). Yields the product CC=1C=C2C(N(C(C2=CC1C)=O)C1=CC=C(C=C1)F)CC(=O)OCC (5,6-dimethyl-2-(4-fluorophenyl)-3-ethoxycarbonylmethylisoindolin-1-one). Isolated yield 32.8%. Reaction SMILES: [CH3:1][C:2]1[CH:3]=[C:4]2[C:8](=[CH:9][C:10]=1[CH3:11])[C:7](=[O:12])[N:6]([C:13]1[CH:18]=[CH:17][C:16]([F:19])=[CH:15][CH:14]=1)[CH:5]2O.[C:21]([CH:26]=P(C1C=CC=CC=1)(C1C=CC=CC=1)C1C=CC=CC=1)([O:23][CH2:24][CH3:25])=[O:22]>C1(C)C=CC=CC=1>[CH3:1][C:2]1[CH:3]=[C:4]2[C:8](=[CH:9][C:10]=1[CH3:11])[C:7](=[O:12])[N:6]([C:13]1[CH:18]=[CH:17][C:16]([F:19])=[CH:15][CH:14]=1)[CH:5]2[CH2:26][C:21]([O:23][CH2:24][CH3:25])=[O:22]. Procedure details: The product of above-mentioned (1-b) (0.90 g, 3.3 mmol) and (carboethoxymethylene)triphenylphosphorane (1.4 g, 3.9 mmol) was heated under reflux in toluene (15 ml) under an argon atmosphere for 3.5 hrs. The reaction solution was concentrated under reduced pressure, and the residue was purified by silica gel chromatography (chloroform methanol=50:1) to give 0.37 g of 5,6-dimethyl-2-(4-fluorophenyl)-3-ethoxycarbonylmethylisoindolin-1-one [IUPAC name: ethyl 2-[2-(4-fluorophenyl)-5,6-dimethyl-3-oxo-... Reactants: C(C)N(CCCCOC=1C=C2CCCNC2=CC1)CC (Diethyl-[4-(1,2,3,4-tetrahydro-quinolin-6-yloxy)-butyl]-amine), ClC(=O)OC1=CC=C(C=C1)Cl (4-chlorophenyl chloroformate). Yields the product ClC1=CC=C(C=C1)OC(=O)N1CCCC2=CC(=CC=C12)OCCCCN(CC)CC (6-(4-Diethylamino-butoxy)-3,4-dihydro-2H-quinoline-1-carboxylic acid 4-chloro-phenyl ester). Reaction SMILES: [CH2:1]([N:3]([CH2:19][CH3:20])[CH2:4][CH2:5][CH2:6][CH2:7][O:8][C:9]1[CH:10]=[C:11]2[C:16](=[CH:17][CH:18]=1)[NH:15][CH2:14][CH2:13][CH2:12]2)[CH3:2].Cl[C:22]([O:24][C:25]1[CH:30]=[CH:29][C:28]([Cl:31])=[CH:27][CH:26]=1)=[O:23]>>[Cl:31][C:28]1[CH:29]=[CH:30][C:25]([O:24][C:22]([N:15]2[C:16]3[C:11](=[CH:10][C:9]([O:8][CH2:7][CH2:6][CH2:5][CH2:4][N:3]([CH2:1][CH3:2])[CH2:19][CH3:20])=[CH:18][CH:17]=3)[CH2:12][CH2:13][CH2:14]2)=[O:23])=[CH:26][CH:27]=1. Reported procedure: In analogy to example 3.9, Diethyl-[4-(1,2,3,4-tetrahydro-quinolin-6-yloxy)-butyl]-amine and 4-chlorophenyl chloroformate were converted to yield 6-(4-Diethylamino-butoxy)-3,4-dihydro-2H-quinoline-1-carboxylic acid 4-chloro-phenyl ester as colorless oil, MS: 431 (MH+, 1Cl). The product is Fc1ccc(-c2nc3cnccn3c2-c2ccncc2)cc1. The reactants are Fc1ccc(-c2nc3cnccn3c2Br)cc1, O=C([O-])[O-], COCCOC, [Cs+], [Cs+], O, c1ccc(P(c2ccccc2)(c2ccccc2)[Pd](P(c2ccccc2)(c2ccccc2)c2ccccc2)(P(c2ccccc2)(c2ccccc2)c2ccccc2)P(c2ccccc2)(c2ccccc2)c2ccccc2)cc1, OB(O)c1ccncc1. RXN SMILES: [Br:1][c:2]1[c:3](-[c:11]2[cH:12][cH:13][c:14]([F:17])[cH:15][cH:16]2)[n:4][c:5]2[n:6]1[cH:7][cH:8][n:9][cH:10]2.[C:27](=[O:28])([O-:29])[O-:30].[CH3:33][O:34][CH2:35][CH2:36][O:37][CH3:38].[Cs+:31].[Cs+:32].[OH2:116].[cH:39]1[cH:40][cH:41][c:42]([P:43]([Pd:44]([P:45]([c:46]2[cH:47][cH:48][cH:49][cH:50][cH:51]2)([c:52]2[cH:53][cH:54][cH:55][cH:56][cH:57]2)[c:58]2[cH:59][cH:60][cH:61][cH:62][cH:63]2)([P:64]([c:65]2[cH:66][cH:67][cH:68][cH:69][cH:70]2)([c:71]2[cH:72][cH:73][cH:74][cH:75][cH:76]2)[c:77]2[cH:78][cH:79][cH:80][cH:81][cH:82]2)[P:83]([c:84]2[cH:85][cH:86][cH:87][cH:88][cH:89]2)([c:90]2[cH:91][cH:92][cH:93][cH:94][cH:95]2)[c:96]2[cH:97][cH:98][cH:99][cH:100][cH:101]2)([c:102]2[cH:103][cH:104][cH:105][cH:106][cH:107]2)[c:108]2[cH:109][cH:110][cH:111][cH:112][cH:113]2)[cH:114][cH:115]1.[n:18]1[cH:19][cH:20][c:21]([B:24]([OH:25])[OH:26])[cH:22][cH:23]1>>[c:2]1(-[c:21]2[cH:20][cH:19][n:18][cH:23][cH:22]2)[c:3](-[c:11]2[cH:12][cH:13][c:14]([F:17])[cH:15][cH:16]2)[n:4][c:5]2[n:6]1[cH:7][cH:8][n:9][cH:10]2. The reactants are CN(C)C=O, Cc1ccccc1, [Cu], COc1cccc2cc(I)sc12, NCCN, O. The product is COc1cccc2cc(C#N)sc12. RXN SMILES: [CH3:13][N:14]([CH3:15])[CH:16]=[O:17].[CH3:23][c:24]1[cH:25][cH:26][cH:27][cH:28][cH:29]1.[Cu:30].[I:1][c:2]1[s:3][c:4]2[c:5]([cH:6]1)[cH:7][cH:8][cH:9][c:10]2[O:11][CH3:12].[NH2:18][CH2:19][CH2:20][NH2:21].[OH2:22]>>[c:2]1([C:13]#[N:14])[s:3][c:4]2[c:5]([cH:6]1)[cH:7][cH:8][cH:9][c:10]2[O:11][CH3:12]. Starting materials: hydrochloride salt, NC1=CC2=C(N=CN2)C=C1 (5-aminobenzimidazole), N1(C=NC=C1)C(=O)N1C=NC=C1 (di(1H-imidazol-1-yl)methanone), TEA, Cl.NCC(=O)C1=CC=C(C=C1)F (aminomethyl-(4-fluorophenyl)ketone hydrochloride), TEA, PdC. Product: N1C=NC2=C1C=CC(=C2)N2C(NCC2C2=CC=C(C=C2)F)=O (1-(1H-benzo[d]imidazol-5-yl)-5-(4-fluorophenyl)imidazolidin-2-one). RXN SMILES: [NH2:1][C:2]1[CH:10]=[CH:9][C:5]2[N:6]=[CH:7][NH:8][C:4]=2[CH:3]=1.N1([C:16]([N:18]2[CH:22]=[CH:21]N=C2)=[O:17])C=CN=C1.Cl.NCC([C:28]1[CH:33]=[CH:32][C:31]([F:34])=[CH:30][CH:29]=1)=O>>[NH:6]1[C:5]2[CH:9]=[CH:10][C:2]([N:1]3[CH:21]([C:28]4[CH:33]=[CH:32][C:31]([F:34])=[CH:30][CH:29]=4)[CH2:22][NH:18][C:16]3=[O:17])=[CH:3][C:4]=2[N:8]=[CH:7]1 |f:2.3|. Procedure details: The compound was synthesized as hydrochloride salt starting from 5-aminobenzimidazole (0.665 g, 5 mmol), di(1H-imidazol-1-yl)methanone (0.891 g, 5.5 mmol), TEA (2.09 mL, 15 mmol), aminomethyl-(4-fluorophenyl)ketone hydrochloride (0.948 g, 5 mmol), TEA (1.39 mL, 10 mmol), PdC (10%, 0.02 g) as described in method 1. As a reaction SMILES: [F:1][C:2]1[CH:3]=[C:4]([OH:9])[CH:5]=[CH:6][C:7]=1[NH2:8].[OH-].[K+].[F:12][C:13]([F:17])=[C:14]([F:16])[F:15].C1(O)C=CC=CC=1>O.CN(C)C=O>[F:1][C:2]1[CH:3]=[C:4]([O:9][C:14]([F:16])([F:15])[CH:13]([F:17])[F:12])[CH:5]=[CH:6][C:7]=1[NH2:8] |f:1.2|. Solvent: CN(C=O)C (dimethylformamide), O (water). Product: FC1=C(N)C=CC(=C1)OC(C(F)F)(F)F (2-fluoro-4-(1,1,2,2-tetrafluoroethoxy)aniline). Starting materials: FC=1C=C(C=CC1N)O (3-fluoro-4-aminophenol), [OH-].[K+] (potassium hydroxide), crude product, FC(=C(F)F)F (tetrafluoroethylene), C1(=CC=CC=C1)O (phenol). Run at time 20 minute. Procedure details: 0.70 Gram of 3-fluoro-4-aminophenol, 0.06 g of potassium hydroxide and 10 ml of dimethylformamide were added to a reactor and stirred for 20 minutes at an oil bath temperature of from 60° to 70° C. This solution was then violently stirred at the same temperature for 2 hours under the stream of a tetrafluoroethylene gas in excess of said phenol. The reaction solution was cooled and after adding water, extracted with two 150-ml portions of diethyl ether. The ether layers were combined, washed with... Isolated yield 80.0%. The reactants are N#CCCCBr, O=C([O-])[O-], CCOC(C)=O, COCCCc1cc(O)cc(CN(C(=O)C2CN(C(=O)OC(C)(C)C)CCC2c2ccc(OCCOc3c(Cl)cc(C)cc3Cl)cc2)C2CC2)c1, [Cs+], [Cs+], CN(C)C=O. Product: COCCCc1cc(CN(C(=O)C2CN(C(=O)OC(C)(C)C)CCC2c2ccc(OCCOc3c(Cl)cc(C)cc3Cl)cc2)C2CC2)cc(OCCCC#N)c1. As a reaction SMILES: [Br:52][CH2:53][CH2:54][CH2:55][C:56]#[N:57].[C:58](=[O:59])([O-:60])[O-:61].[CH3:69][CH2:70][O:71][C:72]([CH3:73])=[O:74].[CH:1]1([N:4]([C:5](=[O:6])[CH:7]2[CH2:8][N:9]([C:32](=[O:33])[O:34][C:35]([CH3:36])([CH3:37])[CH3:38])[CH2:10][CH2:11][CH:12]2[c:13]2[cH:14][cH:15][c:16]([O:19][CH2:20][CH2:21][O:22][c:23]3[c:24]([Cl:31])[cH:25][c:26]([CH3:30])[cH:27][c:28]3[Cl:29])[cH:17][cH:18]2)[CH2:39][c:40]2[cH:41][c:42]([OH:51])[cH:43][c:44]([CH2:46][CH2:47][CH2:48][O:49][CH3:50])[cH:45]2)[CH2:2][CH2:3]1.[Cs+:62].[Cs+:63].[O:64]=[CH:65][N:66]([CH3:67])[CH3:68]>>[CH:1]1([N:4]([C:5](=[O:6])[CH:7]2[CH2:8][N:9]([C:32](=[O:33])[O:34][C:35]([CH3:36])([CH3:37])[CH3:38])[CH2:10][CH2:11][CH:12]2[c:13]2[cH:14][cH:15][c:16]([O:19][CH2:20][CH2:21][O:22][c:23]3[c:24]([Cl:31])[cH:25][c:26]([CH3:30])[cH:27][c:28]3[Cl:29])[cH:17][cH:18]2)[CH2:39][c:40]2[cH:41][c:42]([O:51][CH2:53][CH2:54][CH2:55][C:56]#[N:57])[cH:43][c:44]([CH2:46][CH2:47][CH2:48][O:49][CH3:50])[cH:45]2)[CH2:2][CH2:3]1. The reactants are CCOC(=O)CS(=O)(=O)c1ccc(C)cc1, Clc1ccc(OCCCCCBr)cc1, CCOC(=O)C(CCCCCOc1ccc(Cl)cc1)S(=O)(=O)c1ccc(C)cc1. The product is Cc1ccc(S(=O)(=O)C(CCCCCOc2ccc(Cl)cc2)C(=O)O)cc1. RXN SMILES: [CH3:1][c:2]1[cH:3][cH:4][c:5]([S:6]([CH2:7][C:8]([O:9][CH2:10][CH3:11])=[O:12])(=[O:13])=[O:14])[cH:15][cH:16]1.[Cl:17][c:18]1[cH:19][cH:20][c:21]([O:22][CH2:23][CH2:24][CH2:25][CH2:26][CH2:27][Br:28])[cH:29][cH:30]1.[Cl:31][c:32]1[cH:33][cH:34][c:35]([O:36][CH2:37][CH2:38][CH2:39][CH2:40][CH2:41][CH:42]([C:43](=[O:44])[O:45][CH2:46][CH3:47])[S:48](=[O:49])(=[O:50])[c:51]2[cH:52][cH:53][c:54]([CH3:57])[cH:55][cH:56]2)[cH:58][cH:59]1>>[Cl:31][c:32]1[cH:33][cH:34][c:35]([O:36][CH2:37][CH2:38][CH2:39][CH2:40][CH2:41][CH:42]([C:43](=[O:44])[OH:45])[S:48](=[O:49])(=[O:50])[c:51]2[cH:52][cH:53][c:54]([CH3:57])[cH:55][cH:56]2)[cH:58][cH:59]1. The reactants are C1(=CC=CC=C1)C1(OC2=C(O1)C=CC(=C2)C(=O)ON2N=NC1=C2C=CC=C1)C1=CC=CC=C1 (1H-benzotriazol-1-yl 2,2-diphenyl-1,3-benzodioxole-5-carboxylate), N1CCOCC1 (morpholine). Run in C(C)#N (acetonitrile). Conditions: temperature 20 celsius, time 10 minute. The product is C1(=CC=CC=C1)C1(OC2=C(O1)C=CC(=C2)C(=O)N2CCOCC2)C2=CC=CC=C2 ((2,2-diphenyl-benzo[1,3]dioxol-5-yl)-morpholin-4-yl-methanone). Isolated yield 100.0%. Reaction SMILES: [C:1]1([C:7]2([C:28]3[CH:33]=[CH:32][CH:31]=[CH:30][CH:29]=3)[O:11][C:10]3[CH:12]=[CH:13][C:14]([C:16](ON4C5C=CC=CC=5N=N4)=[O:17])=[CH:15][C:9]=3[O:8]2)[CH:6]=[CH:5][CH:4]=[CH:3][CH:2]=1.[NH:34]1[CH2:39][CH2:38][O:37][CH2:36][CH2:35]1>C(#N)C>[C:1]1([C:7]2([C:28]3[CH:29]=[CH:30][CH:31]=[CH:32][CH:33]=3)[O:11][C:10]3[CH:12]=[CH:13][C:14]([C:16]([N:34]4[CH2:39][CH2:38][O:37][CH2:36][CH2:35]4)=[O:17])=[CH:15][C:9]=3[O:8]2)[CH:2]=[CH:3][CH:4]=[CH:5][CH:6]=1. Procedure details: To a mixture of 1H-benzotriazol-1-yl 2,2-diphenyl-1,3-benzodioxole-5-carboxylate (300 mg, 0.689 mmol) in acetonitrile ( 2.0 mL) was added morpholine (100 mg, 1.15 mmol, 1.67 eq.) at 0° C. After 10 min, the cooling bath was removed and the reaction was stirred 3 h at 20° C. The reaction was partitioned between water and dichloromethane. The aqueous layer was extracted with dichloromethane. The combined organic layer was washed with brine and water and then dried in vacuo, affording the title comp...